From a dataset of the Open Reaction Database (ORD), a public repository of structured organic reaction records. describe an organic reaction: reactants, conditions, products, and yield Starting materials: ClC(=O)OCC(C)C (isobutyl chloroformate), Cl (hydrochloric acid), [OH-].[NH4+] (ammonium hydroxide), C(CCC)(=O)OC1=C(SCCCCCC(=O)O)[C@H]([C@@H](C1)O[Si](C)(C)C(C)(C)C)\C=C\[C@H](CCCCC)O[Si](C)(C)C(C)(C)C ((11R,12S,13E,15S)-9-butyryloxy-11,15-bis(tert-butyldimethylsiloxy)-7-thiaprosta-8,13-dienoic acid). Solvent: C(C)N(CC)CC (triethylamine), C(C)(=O)OCC (ethyl acetate), C(Cl)Cl (methylene chloride). Reaction conditions: time 30 minute. Product: C(CCC)(=O)OC1=C(SCCCCCC(=O)N)[C@H]([C@@H](C1)O[Si](C)(C)C(C)(C)C)\C=C\[C@H](CCCCC)O[Si](C)(C)C(C)(C)C ((11R,12S,13E,15S)-9-butyryloxy-11,15-bis(tert-butyldimethylsiloxy)-7-thiaprosta-8,13-dienamide). The yield is 84.0%. As a reaction SMILES: [C:1]([O:6][C:7]1[CH2:20][C@@H:19]([O:21][Si:22]([C:25]([CH3:28])([CH3:27])[CH3:26])([CH3:24])[CH3:23])[C@H:18](/[CH:29]=[CH:30]/[C@@H:31]([O:37][Si:38]([C:41]([CH3:44])([CH3:43])[CH3:42])([CH3:40])[CH3:39])[CH2:32][CH2:33][CH2:34][CH2:35][CH3:36])[C:8]=1[S:9][CH2:10][CH2:11][CH2:12][CH2:13][CH2:14][C:15](O)=[O:16])(=[O:5])[CH2:2][CH2:3][CH3:4].ClC(OCC(C)C)=O.[OH-].[NH4+:54].Cl>C(OCC)(=O)C.C(N(CC)CC)C.C(Cl)Cl>[C:1]([O:6][C:7]1[CH2:20][C@@H:19]([O:21][Si:22]([C:25]([CH3:28])([CH3:27])[CH3:26])([CH3:24])[CH3:23])[C@H:18](/[CH:29]=[CH:30]/[C@@H:31]([O:37][Si:38]([C:41]([CH3:44])([CH3:43])[CH3:42])([CH3:40])[CH3:39])[CH2:32][CH2:33][CH2:34][CH2:35][CH3:36])[C:8]=1[S:9][CH2:10][CH2:11][CH2:12][CH2:13][CH2:14][C:15]([NH2:54])=[O:16])(=[O:5])[CH2:2][CH2:3][CH3:4] |f:2.3|. Reported procedure: A methylene chloride (3 ml) solution of (11R,12S,13E,15S)-9-butyryloxy-11,15-bis(tert-butyldimethylsiloxy)-7-thiaprosta-8,13-dienoic acid (201 mg) was cooled to -40° C., then isobutyl chloroformate (47 μl) and triethylamine (63 μl) were added to the solution which was then stirred as is at -40° C. for 30 minutes. Further 1 ml of 30% ammonium hydroxide solution was added and the mixture was stirred overnight while raising the temperature to room temperature. The reaction solution was diluted by e... Starting materials: C(C)(C)(C)OC(N[C@@H]([C@@H](C(=O)N(C)C)C1CC=C(CC1)C=1C=CC=2N(C1)N=CN2)C(=O)N2CC(CC2)(F)F)=O (tert-Butyl[(1S,2S)-1-[(3,3-difluoropyrrolidin-1-yl)carbonyl]-3-(dimethylamino)-3-oxo-2-(4-[1,2,4]triazolo[1,5-a]pyridin-6-ylcyclohex-3-en-1-yl)propyl]carbamate), [H][H] (hydrogen). The reagents and catalysts are [Pd] (palladium on carbon). The solvent is CO (methanol). Conditions: time 24 hour. Yields the product C(C)(C)(C)OC(N[C@@H]([C@@H](C(=O)N(C)C)C1CCC(CC1)C=1C=CC=2N(C1)N=CN2)C(=O)N2CC(CC2)(F)F)=O (tert-Butyl[(1S,2S)-1-[(3,3-difluoropyrrolidin-1-yl)carbonyl]-3-(dimethylamino)-3-oxo-2-(4-[1,2,4]triazolo[1,5-a]pyridin-6-ylcyclohexyl)propyl]carbamate). Reaction SMILES: [C:1]([O:5][C:6](=[O:39])[NH:7][C@H:8]([C:30]([N:32]1[CH2:36][CH2:35][C:34]([F:38])([F:37])[CH2:33]1)=[O:31])[C@H:9]([CH:15]1[CH2:20][CH2:19][C:18]([C:21]2[CH:22]=[CH:23][C:24]3[N:25]([N:27]=[CH:28][N:29]=3)[CH:26]=2)=[CH:17][CH2:16]1)[C:10]([N:12]([CH3:14])[CH3:13])=[O:11])([CH3:4])([CH3:3])[CH3:2].[H][H]>[Pd].CO>[C:1]([O:5][C:6](=[O:39])[NH:7][C@H:8]([C:30]([N:32]1[CH2:36][CH2:35][C:34]([F:38])([F:37])[CH2:33]1)=[O:31])[C@H:9]([CH:15]1[CH2:16][CH2:17][CH:18]([C:21]2[CH:22]=[CH:23][C:24]3[N:25]([N:27]=[CH:28][N:29]=3)[CH:26]=2)[CH2:19][CH2:20]1)[C:10]([N:12]([CH3:14])[CH3:13])=[O:11])([CH3:4])([CH3:2])[CH3:3]. Procedure: The material from Step C (0.79 g, 1.5 mmol) was placed under 1 atmosphere of hydrogen gas in the presence of 10% palladium on carbon (1.6 g) in methanol (40 mL). After 24 h, the reaction mixture was filtered and the filtrate was concentrated in vacuo to give a mixture of cis and trans diastereomers. These diastereomers were separated by chiral HPLC (Chiralcel OD column eluting with 20% isopropanol in heptane) to afford the title compounds as single isomers (Analytical retention times: Diastereom... Starting materials: CC(C)N(NC(=O)c1ccccc1)C(=O)CSc1ccccc1Br, O=C([O-])[O-], Cc1cccc(B(O)O)c1C, COCCOC, [Na+], [Na+]. Product: Cc1cccc(-c2ccccc2SCC(=O)N(NC(=O)c2ccccc2)C(C)C)c1C. Reaction SMILES: [Br:1][c:2]1[c:3]([S:8][CH2:9][C:10](=[O:11])[N:12]([NH:13][C:14]([c:15]2[cH:16][cH:17][cH:18][cH:19][cH:20]2)=[O:21])[CH:22]([CH3:23])[CH3:24])[cH:4][cH:5][cH:6][cH:7]1.[C:25](=[O:26])([O-:27])[O-:28].[CH3:31][c:32]1[c:33]([B:39]([OH:40])[OH:41])[cH:34][cH:35][cH:36][c:37]1[CH3:38].[CH3:42][O:43][CH2:44][CH2:45][O:46][CH3:47].[Na+:29].[Na+:30]>>[c:2]1(-[c:33]2[c:32]([CH3:31])[c:37]([CH3:38])[cH:36][cH:35][cH:34]2)[c:3]([S:8][CH2:9][C:10](=[O:11])[N:12]([NH:13][C:14]([c:15]2[cH:16][cH:17][cH:18][cH:19][cH:20]2)=[O:21])[CH:22]([CH3:23])[CH3:24])[cH:4][cH:5][cH:6][cH:7]1. The yield is 53.5%. Reaction conditions: time 8 hour. Run in O1CCCC1 (tetrahydrofuran), C(C)(C)O (isopropanol), O (water). Reactants: [OH-].[Na+] (Sodium hydroxide), C(CCC)N1C=C(C2=CC=CC(=C12)C1=NOC(=N1)C1=CC(=C(C=C1)OC(C)C)Cl)CCC(=O)OCCC (propyl 3-[1-butyl-7-(5-{3-chloro-4-[(1-methylethyl)oxy]phenyl}-1,2,4-oxadiazol-3-yl)-1H-indol-3-yl]propanoate), Cl (HCl). RXN SMILES: [OH-].[Na+].[CH2:3]([N:7]1[C:15]2[C:10](=[CH:11][CH:12]=[CH:13][C:14]=2[C:16]2[N:20]=[C:19]([C:21]3[CH:26]=[CH:25][C:24]([O:27][CH:28]([CH3:30])[CH3:29])=[C:23]([Cl:31])[CH:22]=3)[O:18][N:17]=2)[C:9]([CH2:32][CH2:33][C:34]([O:36]CCC)=[O:35])=[CH:8]1)[CH2:4][CH2:5][CH3:6].Cl>O1CCCC1.C(O)(C)C.O>[CH2:3]([N:7]1[C:15]2[C:10](=[CH:11][CH:12]=[CH:13][C:14]=2[C:16]2[N:20]=[C:19]([C:21]3[CH:26]=[CH:25][C:24]([O:27][CH:28]([CH3:30])[CH3:29])=[C:23]([Cl:31])[CH:22]=3)[O:18][N:17]=2)[C:9]([CH2:32][CH2:33][C:34]([OH:36])=[O:35])=[CH:8]1)[CH2:4][CH2:5][CH3:6] |f:0.1|. Procedure: Sodium hydroxide (94 mg) was added to a solution of propyl 3-[1-butyl-7-(5-{3-chloro-4-[(1-methylethyl)oxy]phenyl}-1,2,4-oxadiazol-3-yl)-1H-indol-3-yl]propanoate (D123) (61 mg) in tetrahydrofuran (5 mL), isopropanol (4 mL) and water (2 mL). The reaction mixture was stirred at room temperature overnight. The mixture was neutralized with 2 M HCl till pH ˜6.0. The solvent was concentrated, and the residue was dissolved in water. The precipitated solid was purified by Mass Directed Auto Prep to affo... Yields the product C(CCC)N1C=C(C2=CC=CC(=C12)C1=NOC(=N1)C1=CC(=C(C=C1)OC(C)C)Cl)CCC(=O)O (3-[1-butyl-7-(5-{3-chloro-4-[(1-methylethyl)oxy]phenyl}-1,2,4-oxadiazol-3-yl)-1H-indol-3-yl]propanoic acid). The reactants are CC(C)O, CCOC(=O)N1CCN(CCCCC(c2ccc(F)cc2)c2cccnc2)CC1C, [K+], [OH-]. The product is CC1CN(CCCCC(c2ccc(F)cc2)c2cccnc2)CCN1. RXN SMILES: [CH3:33][CH:34]([OH:35])[CH3:36].[F:1][c:2]1[cH:3][cH:4][c:5]([CH:8]([CH2:9][CH2:10][CH2:11][CH2:12][N:13]2[CH2:14][CH:15]([CH3:24])[N:16]([C:19]([O:20][CH2:21][CH3:22])=[O:23])[CH2:17][CH2:18]2)[c:25]2[cH:26][n:27][cH:28][cH:29][cH:30]2)[cH:6][cH:7]1.[K+:32].[OH-:31]>>[F:1][c:2]1[cH:3][cH:4][c:5]([CH:8]([CH2:9][CH2:10][CH2:11][CH2:12][N:13]2[CH2:14][CH:15]([CH3:24])[NH:16][CH2:17][CH2:18]2)[c:25]2[cH:26][n:27][cH:28][cH:29][cH:30]2)[cH:6][cH:7]1. Reactants: ClCCNC1=C(C=CC=C1)C#C (N-(2-Chloroethyl)-2-ethynylaniline), CNC (dimethylamine), C1CCOC1 (THF), [I-].[Na+] (sodium iodide), C([O-])([O-])=O.[Na+].[Na+] (sodium carbonate). Run in CCOC(=O)C (EtOAc), C(C)#N (ACN). Reaction conditions: temperature 80 celsius. Product: C(#C)C1=C(C=CC=C1)NCCN(C)C (N′-(2-Ethynylphenyl)-N,N-dimethylethane-1,2-diamine). Isolated yield 50.0%. As a reaction SMILES: Cl[CH2:2][CH2:3][NH:4][C:5]1[CH:10]=[CH:9][CH:8]=[CH:7][C:6]=1[C:11]#[CH:12].[CH3:13][NH:14][CH3:15].C1COCC1.[I-].[Na+].C(=O)([O-])[O-].[Na+].[Na+]>C(#N)C.CCOC(C)=O>[C:11]([C:6]1[CH:7]=[CH:8][CH:9]=[CH:10][C:5]=1[NH:4][CH2:3][CH2:2][N:14]([CH3:15])[CH3:13])#[CH:12] |f:3.4,5.6.7|. Reported procedure: N-(2-Chloroethyl)-2-ethynylaniline (0.5 g, 2.79 mmol) in ACN (16 mL) was treated with 2M dimethylamine in THF (4.2 mL, 8.37 mmol), sodium iodide (1.25 g, 8.37 mmol), sodium carbonate (887 mg, 8.37 mmol) and heated in a sealed tube at 80° C. (oil bath temperature) for 15 h, with stirring. EtOAc was added (100 mL) and the organic phase was washed first with water (100 mL) and then with brine. Removal of the volatiles by evaporation, after drying over sodium sulfate and purification of the crude ov... Reactants: COC=1C=C(C=CC1OC)C1=NNC([C@H]2CC=CC[C@@H]12)=O ((cis)-4-(3,4-Dimethoxyphenyl)-4a,5,8,8a-tetrahydro-2H-phthalazin-1-one), C(C1=CC=CC=C1)Cl (benzylchloride), C(C1=CC=CC=C1)N1C([C@H]2CCCC[C@H]2C(=N1)C1=CC(=C(C=C1)OC)OC)=O ((cis)-2-Benzyl-4-(3,4-dimethoxyphenyl)-4a,5,6,7,8,8a-hexahydro-2H-phthalazin-1-one). Yields the product C(C1=CC=CC=C1)N1C([C@H]2CC=CC[C@H]2C(=N1)C1=CC(=C(C=C1)OC)OC)=O ((cis)-2-Benzyl-4-(3,4-dimethoxyphenyl)-4a,5,8,8a-tetrahydro-2H-phthalazin-1-one). Reaction SMILES: COC1C=C(C2[C@H]3[C@H](CC=CC3)C(=O)NN=2)C=CC=1OC.C(Cl)C1C=CC=CC=1.[CH2:30]([N:37]1[N:46]=[C:45]([C:47]2[CH:52]=[CH:51][C:50]([O:53][CH3:54])=[C:49]([O:55][CH3:56])[CH:48]=2)[C@H:44]2[C@H:39]([CH2:40][CH2:41][CH2:42][CH2:43]2)[C:38]1=[O:57])[C:31]1[CH:36]=[CH:35][CH:34]=[CH:33][CH:32]=1>>[CH2:30]([N:37]1[N:46]=[C:45]([C:47]2[CH:52]=[CH:51][C:50]([O:53][CH3:54])=[C:49]([O:55][CH3:56])[CH:48]=2)[C@H:44]2[C@H:39]([CH2:40][CH:41]=[CH:42][CH2:43]2)[C:38]1=[O:57])[C:31]1[CH:32]=[CH:33][CH:34]=[CH:35][CH:36]=1. Procedure: Prepared from compound 3 and benzylchloride as described for compound 78. Purified by chromatography [ethyl acetate: petroleum ether (60°-80° C.)/1:3]. Crystallized from diethyl ether. M.p. 133°-135° C. Starting materials: O=C([O-])[O-], CCO, [Na+], [Na+], O=C(O)C1CCC(O)CC1, O=S(=O)(O)O. Yields the product CCOC(=O)C1CCC(O)CC1. As a reaction SMILES: [C:16](=[O:17])([O-:18])[O-:19].[CH2:22]([CH3:23])[OH:24].[Na+:20].[Na+:21].[OH:1][CH:2]1[CH2:3][CH2:4][CH:5]([C:8](=[O:9])[OH:10])[CH2:6][CH2:7]1.[S:11](=[O:12])(=[O:13])([OH:14])[OH:15]>>[OH:1][CH:2]1[CH2:3][CH2:4][CH:5]([C:8]([O:9][CH2:22][CH3:23])=[O:10])[CH2:6][CH2:7]1. The reactants are C(C)OC(=O)C1(CC1)C1=CC=C(C=C1)C1=CC=C(C=C1)C1=C(C(=NO1)C)NC1=NC(=CC=C1)Br (1-{4′-[4-(6-bromo-pyridin-2-ylamino)-3-methyl-isoxazol-5-yl]-biphenyl-4-yl}-cyclopropanecarboxylic acid ethyl ester), C(#N)C=1C=C(C=CC1)B(O)O (3-cyano-phenylboronic acid). Product: C(C)OC(=O)C1(CC1)C1=CC=C(C=C1)C1=CC=C(C=C1)C1=C(C(=NO1)C)NC1=NC(=CC=C1)C1=CC(=CC=C1)C#N (1-(4′-{4-[6-(3-Cyano-phenyl)-pyridin-2-ylamino]-3-methyl-isoxazol-5-yl}-biphenyl-4-yl)-cyclopropanecarboxylic acid ethyl ester). RXN SMILES: [CH2:1]([O:3][C:4]([C:6]1([C:9]2[CH:14]=[CH:13][C:12]([C:15]3[CH:20]=[CH:19][C:18]([C:21]4[O:25][N:24]=[C:23]([CH3:26])[C:22]=4[NH:27][C:28]4[CH:33]=[CH:32][CH:31]=[C:30](Br)[N:29]=4)=[CH:17][CH:16]=3)=[CH:11][CH:10]=2)[CH2:8][CH2:7]1)=[O:5])[CH3:2].[C:35]([C:37]1[CH:38]=[C:39](B(O)O)[CH:40]=[CH:41][CH:42]=1)#[N:36]>>[CH2:1]([O:3][C:4]([C:6]1([C:9]2[CH:14]=[CH:13][C:12]([C:15]3[CH:20]=[CH:19][C:18]([C:21]4[O:25][N:24]=[C:23]([CH3:26])[C:22]=4[NH:27][C:28]4[CH:33]=[CH:32][CH:31]=[C:30]([C:41]5[CH:40]=[CH:39][CH:38]=[C:37]([C:35]#[N:36])[CH:42]=5)[N:29]=4)=[CH:17][CH:16]=3)=[CH:11][CH:10]=2)[CH2:8][CH2:7]1)=[O:5])[CH3:2]. Procedure: Prepared according to the procedure described in Example 1, Step 10, using 1-{4′-[4-(6-bromo-pyridin-2-ylamino)-3-methyl-isoxazol-5-yl]-biphenyl-4-yl}-cyclopropanecarboxylic acid ethyl ester and 3-cyano-phenylboronic acid. The reactants are Cc1cc(C)cc(CC(N)c2cccs2)c1, Cc1ccccc1, CC(=O)OCCN=C=S. The product is CC(=O)OCCNC(=S)NC(Cc1cc(C)cc(C)c1)c1cccs1. As a reaction SMILES: [CH3:1][c:2]1[cH:3][c:4]([CH2:9][CH:10]([c:11]2[s:12][cH:13][cH:14][cH:15]2)[NH2:16])[cH:5][c:6]([CH3:8])[cH:7]1.[CH3:26][c:27]1[cH:28][cH:29][cH:30][cH:31][cH:32]1.[N:17](=[C:18]=[S:19])[CH2:20][CH2:21][O:22][C:23]([CH3:24])=[O:25]>>[CH3:1][c:2]1[cH:3][c:4]([CH2:9][CH:10]([c:11]2[s:12][cH:13][cH:14][cH:15]2)[NH:16][C:18]([NH:17][CH2:20][CH2:21][O:22][C:23]([CH3:24])=[O:25])=[S:19])[cH:5][c:6]([CH3:8])[cH:7]1.